Task: describe an organic reaction: reactants, conditions, products, and yield. Dataset: the Open Reaction Database (ORD), a public repository of structured organic reaction records Yields the product C(C)(C)(C)[Si](C)(C)OC1=CC(=CC(=C1)C)F (tert-butyl(3-fluoro-5-methylphenoxy)dimethylsilane). The reactants are FC=1C=C(C=C(C1)C)O (3-fluoro-5-methylphenol), [Si](C)(C)(C(C)(C)C)Cl (tert-butyldimethylsilyl chloride), N1C=NC=C1 (imidazole). Conditions: time 2 hour. Solvent: ClCCl (dichloromethane). As a reaction SMILES: [F:1][C:2]1[CH:3]=[C:4]([OH:9])[CH:5]=[C:6]([CH3:8])[CH:7]=1.[Si:10](Cl)([C:13]([CH3:16])([CH3:15])[CH3:14])([CH3:12])[CH3:11].N1C=CN=C1>ClCCl>[C:13]([Si:10]([O:9][C:4]1[CH:5]=[C:6]([CH3:8])[CH:7]=[C:2]([F:1])[CH:3]=1)([CH3:12])[CH3:11])([CH3:16])([CH3:15])[CH3:14]. Procedure: To a solution of 3-fluoro-5-methylphenol (19.7 g, 156 mmol) and tert-butyldimethylsilyl chloride (25.9 g, 172 mmol) in dichloromethane (250 mL) was added imidazole (12.7 g, 187 mmol) at 0° C., and the mixture was stirred at room temperature for 2 h. The mixture was washed with water and brine and dried on anhydrous sodium sulfate. The solvent was removed in vacuo, and the residue was purified by silica gel chromatography (98:2 hexane/ethyl acetate) to give tert-butyl(3-fluoro-5-methylphenoxy)dim... Yield: 102.9%. The reactants are CN(C)CC=1C=C(OCCCN)C=CC1 (3-[3-(Dimethylaminomethyl)phenoxy]propylamine), ClC=1SC2=C(N1)C=CC=C2 (2-chlorobenzthiazole), C(Cl)(Cl)Cl (chloroform). The solvent is C(Cl)(Cl)Cl.CO (chloroform methanol). Product: CN(C)CC=1C=C(OCCCNC=2SC3=C(N2)C=CC=C3)C=CC1 (2-[3-[3-(Dimethylaminomethyl)phenoxy]propylamino]benzthiazole). RXN SMILES: [CH3:1][N:2]([CH2:4][C:5]1[CH:6]=[C:7]([CH:13]=[CH:14][CH:15]=1)[O:8][CH2:9][CH2:10][CH2:11][NH2:12])[CH3:3].Cl[C:17]1[S:18][C:19]2[CH:25]=[CH:24][CH:23]=[CH:22][C:20]=2[N:21]=1.C(Cl)(Cl)Cl>C(Cl)(Cl)Cl.CO>[CH3:1][N:2]([CH2:4][C:5]1[CH:6]=[C:7]([CH:13]=[CH:14][CH:15]=1)[O:8][CH2:9][CH2:10][CH2:11][NH:12][C:17]1[S:18][C:19]2[CH:25]=[CH:24][CH:23]=[CH:22][C:20]=2[N:21]=1)[CH3:3] |f:3.4|. Reported procedure: 3-[3-(Dimethylaminomethyl)phenoxy]propylamine (2.38 g) and 2-chlorobenzthiazole (1.94 g) were fused at 130° C. for 2 hours. The cooled residue was subjected to column chromatography on silica using chloroform followed by chloroform:methanol (25:1) as eluants to give the title compound as a yellow oil. This was converted to 2-[3-[3(dimethylaminomethyl)phenoxy]propylamino]benzthiazole dihydrochloride (0.37 g), m.p. 154°-155° C. (recrystallised from ethanol/ether). The reactants are CO, CNC(Cc1c[nH]cn1)C(=O)O. The product is CNC(Cc1c[nH]cn1)C(=O)OC. Reaction SMILES: [CH3:13][OH:14].[CH3:1][NH:2][CH:3]([CH2:4][c:5]1[cH:6][nH:7][cH:8][n:9]1)[C:10](=[O:11])[OH:12]>>[CH3:1][NH:2][CH:3]([CH2:4][c:5]1[cH:6][nH:7][cH:8][n:9]1)[C:10]([O:11][CH3:13])=[O:12]. Starting materials: C(C)(C)(C)OC(N[C@@H](C)C1=CC(=CC=C1)O)=O ((S)-[1-(3-hydroxy-phenyl)-ethyl]-carbamic acid tert-butyl ester), ClC1=NC=CN=C1 (2-chloro-pyrazine), C([O-])([O-])=O.[K+].[K+] (potassium carbonate), N1=CC=CC=C1 (pyridine). Reagents/catalysts: [Cu](I)I (copper iodide). Solvent: C(Cl)Cl (CH2Cl2), C(Cl)Cl (CH2Cl2), CCOC(=O)C (EtOAc). Conditions: temperature 115 celsius. Product: C(C)(C)(C)OC(N[C@@H](C)C1=CC(=CC=C1)OC1=NC=CN=C1)=O ((S)-{1-[3-(pyrazin-2-yloxy)-phenyl]-ethyl}-carbamic Acid tert-butyl Ester). The yield is 113.2%. Reaction SMILES: [C:1]([O:5][C:6](=[O:17])[NH:7][C@H:8]([C:10]1[CH:15]=[CH:14][CH:13]=[C:12]([OH:16])[CH:11]=1)[CH3:9])([CH3:4])([CH3:3])[CH3:2].Cl[C:19]1[CH:24]=[N:23][CH:22]=[CH:21][N:20]=1.C(=O)([O-])[O-].[K+].[K+].N1C=CC=CC=1>C(Cl)Cl.[Cu](I)I.CCOC(C)=O>[C:1]([O:5][C:6](=[O:17])[NH:7][C@H:8]([C:10]1[CH:15]=[CH:14][CH:13]=[C:12]([O:16][C:19]2[CH:24]=[N:23][CH:22]=[CH:21][N:20]=2)[CH:11]=1)[CH3:9])([CH3:2])([CH3:3])[CH3:4] |f:2.3.4|. Procedure: A mixture of (S)-[1-(3-hydroxy-phenyl)-ethyl]-carbamic acid tert-butyl ester (1 g, 4.2 mmol), 2-chloro-pyrazine (0.58 g, 5.1 mmol), potassium carbonate (powder, 1.4 g, 10.1 mmol), copper iodide (325 mesh powder, 0.6 g, 3.2 mmol) and pyridine (5 mL) was heated at 115° C. for 24 h. CH2Cl2 (100 mL) was added, and the reaction mixture was diluted with CH2Cl2 (100 mL), filtered through celite, and rinse with CH2Cl2 (2×50 mL). The filtrate was concentrated in vacuo and the residue was purified by flas...